Task: describe an organic reaction: reactants, conditions, products, and yield. Dataset: the Open Reaction Database (ORD), a public repository of structured organic reaction records Starting materials: C(C1=CC=CC=C1)[Mg]Cl (benzylmagnesium chloride), C(C)C(=O)C=1C=C2C(CCC(C2=CC1)(C)C)(C)C ((1,2,3,4-tetrahydro-1,1,4,4-tetramethyl-6naphthyl) ethyl ketone), [Cl-].[NH4+] (ammonium chloride), [Mg] (magnesium), C(C1=CC=CC=C1)Cl (benzyl chloride). The solvent is CCOCC (ether), CCOCC (ether). Conditions: time 2 hour. Yields the product C(C)C(=CC1=CC=CC=C1)C=1CC2C(CCC(C2=CC1)(C)C)(C)C (6-(α-ethylstyryl)-1,2,3,5-tetrahydro-1,1,4,4-tetramethylnaphthalene). As a reaction SMILES: [CH2:1]([C:3]([C:5]1[CH:6]=[C:7]2[C:12](=[CH:13][CH:14]=1)[C:11]([CH3:16])([CH3:15])[CH2:10][CH2:9][C:8]2([CH3:18])[CH3:17])=O)[CH3:2].[CH2:19]([Mg]Cl)[C:20]1[CH:25]=[CH:24][CH:23]=[CH:22][CH:21]=1.[Mg].C(Cl)C1C=CC=CC=1.[Cl-].[NH4+]>CCOCC>[CH2:1]([C:3]([C:5]1[CH2:6][CH:7]2[C:12](=[CH:13][CH:14]=1)[C:11]([CH3:16])([CH3:15])[CH2:10][CH2:9][C:8]2([CH3:18])[CH3:17])=[CH:19][C:20]1[CH:25]=[CH:24][CH:23]=[CH:22][CH:21]=1)[CH3:2] |f:4.5|. Procedure details: 6.1 g of (1,2,3,4-tetrahydro-1,1,4,4-tetramethyl-6naphthyl) ethyl ketone are dissolved in 25 ml of abs. ether and added dropwise at 0° to a benzylmagnesium chloride solution prepared from 0.6 g of magnesium and 4.3 g of benzyl chloride in 30 ml of abs. ether. After stirring at room temperature for 2 hours the reaction mixture is poured into a saturated ammonium chloride solution, extracted with ether, dried over sodium sulphate and evaporated. The thus-obtained oil is dissolved in 100 ml of tolu... Reactants: BrC=1C=CC(N(C1)CCCC=1C=C(OCC(=O)OCC)C=CC1)=O (ethyl {3-[3-(5-bromo-2-oxopyridin-1(2H)-yl) propyl]phenoxy}acetate), C=1(C(=CC=CC1)B(O)O)C1=CC=CC=C1 (2-biphenylboronic acid), C(=O)([O-])[O-].[Na+].[Na+] (Na2CO3), O (water). Reagents/catalysts: C=1C=CC(=CC1)[P](C=2C=CC=CC2)(C=3C=CC=CC3)[Pd]([P](C=4C=CC=CC4)(C=5C=CC=CC5)C=6C=CC=CC6)([P](C=7C=CC=CC7)(C=8C=CC=CC8)C=9C=CC=CC9)[P](C=1C=CC=CC1)(C=1C=CC=CC1)C=1C=CC=CC1 (Pd(PPh3)4). The solvent is C1(=CC=CC=C1)C (toluene), [Cl-].[Na+] (sodium chloride). Run at temperature 100 celsius, time 3 hour. Product: C1(=C(C=CC=C1)C=1C=CC(N(C1)CCCC=1C=C(OCC(=O)OCC)C=CC1)=O)C1=CC=CC=C1 (ethyl {3-[3-(5-biphenyl-2-yl-2-oxopyridin-1(2H)-yl)propyl]phenoxy}acetate). Isolated yield 82.7%. As a reaction SMILES: Br[C:2]1[CH:3]=[CH:4][C:5](=[O:24])[N:6]([CH2:8][CH2:9][CH2:10][C:11]2[CH:12]=[C:13]([CH:21]=[CH:22][CH:23]=2)[O:14][CH2:15][C:16]([O:18][CH2:19][CH3:20])=[O:17])[CH:7]=1.[C:25]1([C:34]2[CH:39]=[CH:38][CH:37]=[CH:36][CH:35]=2)[C:26](B(O)O)=[CH:27][CH:28]=[CH:29][CH:30]=1.C([O-])([O-])=O.[Na+].[Na+].O>[Cl-].[Na+].C1C=CC([P]([Pd]([P](C2C=CC=CC=2)(C2C=CC=CC=2)C2C=CC=CC=2)([P](C2C=CC=CC=2)(C2C=CC=CC=2)C2C=CC=CC=2)[P](C2C=CC=CC=2)(C2C=CC=CC=2)C2C=CC=CC=2)(C2C=CC=CC=2)C2C=CC=CC=2)=CC=1.C1(C)C=CC=CC=1>[C:25]1([C:34]2[CH:35]=[CH:36][CH:37]=[CH:38][CH:39]=2)[CH:26]=[CH:27][CH:28]=[CH:29][C:30]=1[C:2]1[CH:3]=[CH:4][C:5](=[O:24])[N:6]([CH2:8][CH2:9][CH2:10][C:11]2[CH:12]=[C:13]([CH:21]=[CH:22][CH:23]=2)[O:14][CH2:15][C:16]([O:18][CH2:19][CH3:20])=[O:17])[CH:7]=1 |f:2.3.4,6.7,^1:52,54,73,92|. Reported procedure: A mixture of ethyl {3-[3-(5-bromo-2-oxopyridin-1(2H)-yl) propyl]phenoxy}acetate (187.5 mg), 2-biphenylboronic acid (104 mg), Na2CO3(504 mg), Pd(PPh3)4 (27 mg), water (4 mL) and toluene (8 mL) were stirred under N2 gas atmosphere at 100° C. for 3 hours. The reaction mixture was cooled to ambient temperature, diluted with 5% aqueous sodium chloride solution and extracted with EtOAc. The organic layer was washed with brine, dried over anhydrous MgSO4, filtered and evaporated in vacuo. The residue w...